Dataset: the Open Reaction Database (ORD), a public repository of structured organic reaction records. Task: describe an organic reaction: reactants, conditions, products, and yield Starting materials: [OH-].[Li+] (lithium hydroxide), COC(=O)C1=CC2=C(C=3NC4=C(C=C(C=C4C3CC2)Br)F)C=C1O (8-bromo-10-fluoro-2-hydroxy-5,11-dihydro-6H-benzo[a]carbazole-3-carboxylic acid methyl ester), C(C=C)[Sn](CCCC)(CCCC)CCCC (allyltributyl tin), [F-].[Cs+] (cesium fluoride). Reagents/catalysts: C(C)(C)(C)P(C(C)(C)C)C(C)(C)C.C(C)(C)(C)P(C(C)(C)C)C(C)(C)C.[Pd] (palladium bis(tri-tert-butylphosphine)). Run at temperature 100 celsius. Yields the product C(C=C)C=1C=C2C=3CCC4=C(C3NC2=C(C1)F)C=C(C(=C4)C(=O)O)O (8-Allyl-10-fluoro-2-hydroxy-5,11-dihydro-6H-benzo[a]carbazole-3-carboxylic acid). RXN SMILES: C[O:2][C:3]([C:5]1[C:23]([OH:24])=[CH:22][C:8]2[C:9]3[NH:10][C:11]4[C:16]([C:17]=3[CH2:18][CH2:19][C:7]=2[CH:6]=1)=[CH:15][C:14](Br)=[CH:13][C:12]=4[F:21])=[O:4].[CH2:25]([Sn](CCCC)(CCCC)CCCC)[CH:26]=[CH2:27].[F-].[Cs+].[OH-].[Li+]>C(P(C(C)(C)C)C(C)(C)C)(C)(C)C.C(P(C(C)(C)C)C(C)(C)C)(C)(C)C.[Pd]>[CH2:27]([C:14]1[CH:15]=[C:16]2[C:11](=[C:12]([F:21])[CH:13]=1)[NH:10][C:9]1[C:8]3[CH:22]=[C:23]([OH:24])[C:5]([C:3]([OH:2])=[O:4])=[CH:6][C:7]=3[CH2:19][CH2:18][C:17]2=1)[CH:26]=[CH2:25] |f:2.3,4.5,6.7.8|. Reported procedure: To a mixture 8-bromo-10-fluoro-2-hydroxy-5,11-dihydro-6H-benzo[a]carbazole-3-carboxylic acid methyl ester (50 mg, 0.13 mmol) (example 19, step 1), allyltributyl tin (56 mg, 0.15 mmol), cesium fluoride (38 mg, 0.25 mmol) dioxane (2 mL, anhydrous), is added palladium bis(tri-tert-butylphosphine) (4 mg, 5% mmol) in a microwave reaction tube. The tube is sealed and the mixture is purged with N2 for 3 min and heated at 100° C. for 3 h. Then the mixture is cooled to room temperature and filtered. The ... Starting materials: COC1=C(C=CC(=C1)[N+](=O)[O-])S (2-methoxy-4-nitrobenzenethiol), reduced iron. Solvent: C(C)(=O)O (acetic acid). Conditions: time 6 hour. The product is NC1=CC(=C(C=C1)S)OC (4-amino-2-methoxybenzenethiol). Isolated yield 52.8%. RXN SMILES: [CH3:1][O:2][C:3]1[CH:8]=[C:7]([N+:9]([O-])=O)[CH:6]=[CH:5][C:4]=1[SH:12]>C(O)(=O)C>[NH2:9][C:7]1[CH:6]=[CH:5][C:4]([SH:12])=[C:3]([O:2][CH3:1])[CH:8]=1. Procedure: To 2-methoxy-4-nitrobenzenethiol (7.0 g) was added acetic acid (70 ml), reduced iron (21 g) was added to the mixture, and the mixture was stirred for 6 hours at room temperature. The mixture was filtered with Celite, and washed with ethyl acetate. The solvent was removed under reduced pressure, and the obtained residue was purified by silica gel column chromatography, to give 4-amino-2-methoxybenzenethiol (3.1 g). Reactants: [Cl-].ClCC[NH2+]CC1CCCCCCCCCCC1 (N-(2-chloroethyl)-N-(cyclododecylmethyl)ammonium chloride), CC1=C(C=CC(=C1)[N+](=O)[O-])N=C=S (2-methyl-4-nitrophenyl isothiocyanate). The product is CC1=C(C=CC(=C1)[N+](=O)[O-])N=C1SCCN1CC1CCCCCCCCCCC1 (2-(2-methyl-4-nitrophenylimino)-3-(cyclododecylmethyl)-1,3 -thiazolidine). Reaction SMILES: [Cl-].Cl[CH2:3][CH2:4][NH2+:5][CH2:6][CH:7]1[CH2:18][CH2:17][CH2:16][CH2:15][CH2:14][CH2:13][CH2:12][CH2:11][CH2:10][CH2:9][CH2:8]1.[CH3:19][C:20]1[CH:25]=[C:24]([N+:26]([O-:28])=[O:27])[CH:23]=[CH:22][C:21]=1[N:29]=[C:30]=[S:31]>>[CH3:19][C:20]1[CH:25]=[C:24]([N+:26]([O-:28])=[O:27])[CH:23]=[CH:22][C:21]=1[N:29]=[C:30]1[N:5]([CH2:6][CH:7]2[CH2:18][CH2:17][CH2:16][CH2:15][CH2:14][CH2:13][CH2:12][CH2:11][CH2:10][CH2:9][CH2:8]2)[CH2:4][CH2:3][S:31]1 |f:0.1|. Procedure details: Methyl cyclododecanecarboxylate was reduced according to Method B2b, Step 1 to give cyclododecylmethanol. The alcohol was converted to cyclododecylmethylbromide according to Method B2b, Step 2. The halide was reacted with 2-hydroxyethylamine according to Method B2b, Step 3 to give N-(2-hydroxyethyl)-N-(cyclododecylmethyl)amine. The alcohol was reacted with SOCl2 according to Method B7a to give N-(2-chloroethyl)-N-(cyclododecylmethyl)ammonium chloride. The chloroethylamine was reacted with 2-meth... Reactants: CI (Methyl iodide), Cl (HCl), [H-].[Na+] (Sodium hydride), C(CCC)C=1NC2=CC=CC=C2C1 (2-butyl-1H-indole). Solvent: CN(C)C=O (DMF), C(C)(=O)OCC (ethyl acetate). Run at time 1.25 hour. Product: C(CCC)C=1N(C2=CC=CC=C2C1)C (2-butyl-1-methyl-1H-indole). The yield is 105.3%. RXN SMILES: [H-].[Na+].[CH2:3]([C:7]1[NH:8][C:9]2[C:14]([CH:15]=1)=[CH:13][CH:12]=[CH:11][CH:10]=2)[CH2:4][CH2:5][CH3:6].[CH3:16]I.Cl>CN(C=O)C.C(OCC)(=O)C>[CH2:3]([C:7]1[N:8]([CH3:16])[C:9]2[C:14]([CH:15]=1)=[CH:13][CH:12]=[CH:11][CH:10]=2)[CH2:4][CH2:5][CH3:6] |f:0.1|. Reported procedure: Sodium hydride (60% oil disperson; 1.52 g, 38.0 mmol) was added under nitrogen in portions over 5 minutes to a solution of 2-butyl-1H-indole (5.00 g, 28.9 mmol) in 150 mL of anhydrous DMF at room temperature. After the addition the reaction was stirred at room temperature for 1.25 h. Methyl iodide (3.60 mL, 57.8 mmol) was then added and the reaction stirred at room temperature for 3.5 h. 1 N HCl was added to the reaction until the evolution of gas ceased. The reaction was diluted with ethyl acet... The reactants are ClC1=NC(=NC(=C1I)C)C (4-chloro-2,6-dimethyl-5-iodopyrimidine), C(C)OC(=C)[Sn](CCCC)(CCCC)CCCC ((1ethoxyvinyl)tributyltin), [Cl-].[Li+] (lithium chloride), [F-].[K+] (KF). Reagents/catalysts: C=1C=CC(=CC1)[P](C=2C=CC=CC2)(C=3C=CC=CC3)[Pd]([P](C=4C=CC=CC4)(C=5C=CC=CC5)C=6C=CC=CC6)([P](C=7C=CC=CC7)(C=8C=CC=CC8)C=9C=CC=CC9)[P](C=1C=CC=CC1)(C=1C=CC=CC1)C=1C=CC=CC1 (tetrakis(triphenylphosphine)palladium(0)), C=1C=CC(=CC1)[P](C=2C=CC=CC2)(C=3C=CC=CC3)[Pd]([P](C=4C=CC=CC4)(C=5C=CC=CC5)C=6C=CC=CC6)([P](C=7C=CC=CC7)(C=8C=CC=CC8)C=9C=CC=CC9)[P](C=1C=CC=CC1)(C=1C=CC=CC1)C=1C=CC=CC1 (tetrakis(triphenylphosphine)palladium(0)). Run in O1CCOCC1 (dioxane), CCOC(=O)C (EtOAc). Run at time 25 hour. Yields the product ClC1=NC(=NC(=C1C(=C)OCC)C)C (4-Chloro-2,6-dimethyl-5-(1-ethoxyvinyl)pyrimidine). Isolated yield 60.6%. Reaction SMILES: [Cl:1][C:2]1[C:7](I)=[C:6]([CH3:9])[N:5]=[C:4]([CH3:10])[N:3]=1.[CH2:11]([O:13][C:14]([Sn](CCCC)(CCCC)CCCC)=[CH2:15])[CH3:12].[Cl-].[Li+].[F-].[K+]>CCOC(C)=O.C1C=CC([P]([Pd]([P](C2C=CC=CC=2)(C2C=CC=CC=2)C2C=CC=CC=2)([P](C2C=CC=CC=2)(C2C=CC=CC=2)C2C=CC=CC=2)[P](C2C=CC=CC=2)(C2C=CC=CC=2)C2C=CC=CC=2)(C2C=CC=CC=2)C2C=CC=CC=2)=CC=1.O1CCOCC1>[Cl:1][C:2]1[C:7]([C:11]([O:13][CH2:14][CH3:15])=[CH2:12])=[C:6]([CH3:9])[N:5]=[C:4]([CH3:10])[N:3]=1 |f:2.3,4.5,^1:42,44,63,82|. Reported procedure: A mixture of 4-chloro-2,6-dimethyl-5-iodopyrimidine (13.5 g, 0.050 mol), (1ethoxyvinyl)tributyltin (20.0 g, 0.055 mol), lithium chloride (6.4 g, 0.150 mol), tetrakis(triphenylphosphine)palladium(0) (1.7 g, 0.0015 mol), and dioxane (100 mL) was heated under reflux for 23 h. Additional tetrakis(triphenylphosphine)palladium(0) (1.1 g, 0.0010 mol) was added and heating was continued for 25 h. The mixture was cooled, diluted with EtOAc, and ! N KF (100 mL) was added. The solids were removed by filtra... The reactants are C(C)OCC (diethyl ether), CCO (EtOH), COC1=CC2=C(N3C(S2)=NC(=C3)C(O)C3CC3)C=C1 ((7-methoxy-imidazo [2,1-b]benzothiazol-2-yl)-cyclopropyl methanol). Reagents/catalysts: [O-2].[O-2].[Mn+4] (manganese dioxide). Solvent: C(Cl)(Cl)Cl (chloroform). Product: COC1=CC2=C(N3C(S2)=NC(=C3)C(=O)C3CC3)C=C1 ((7-methoxy-imidazo[2,1-b]benzothiazol-2-yl)-cyclopropyl methanone). Isolated yield 85.9%. Reaction SMILES: [CH3:1][O:2][C:3]1[CH:19]=[CH:18][C:6]2[N:7]3[CH:12]=[C:11]([CH:13]([CH:15]4[CH2:17][CH2:16]4)[OH:14])[N:10]=[C:8]3[S:9][C:5]=2[CH:4]=1.C(OCC)C.CCO>C(Cl)(Cl)Cl.[O-2].[O-2].[Mn+4]>[CH3:1][O:2][C:3]1[CH:19]=[CH:18][C:6]2[N:7]3[CH:12]=[C:11]([C:13]([CH:15]4[CH2:17][CH2:16]4)=[O:14])[N:10]=[C:8]3[S:9][C:5]=2[CH:4]=1 |f:4.5.6|. Procedure: A mixture of 1.63 g (0.0062 mole) of (7-methoxy-imidazo [2,1-b]benzothiazol-2-yl)-cyclopropyl methanol and 4.8 g (0.055 mole) of manganese dioxide was stirred under reflux in 300 ml of chloroform for 1 hour. The mixture was filtered hot and evaporated to dryness. Trituration with diethyl ether yielded 1.45 g (89% yield) of (7-methoxy-imidazo[2,1-b]benzothiazol-2-yl)-cyclopropyl methanone as a colorless solid melting at 213° as 214° C. (EtOH). The reactants are N(=[N+]=[N-])C(C)C=1N=C2N(C(C1Br)=O)C(=CS2)C (7-(1-azidoethyl)-6-bromo-3-methyl-5H-[1,3]thiazolo[3,2-a]pyrimidin-5-one), C(CCC)[Sn](C=1N=CSC1)(CCCC)CCCC (4-(tributylstannyl)-1,3-thiazole). The reagents and catalysts are C=1C=CC(=CC1)[P](C=2C=CC=CC2)(C=3C=CC=CC3)[Pd]([P](C=4C=CC=CC4)(C=5C=CC=CC5)C=6C=CC=CC6)([P](C=7C=CC=CC7)(C=8C=CC=CC8)C=9C=CC=CC9)[P](C=1C=CC=CC1)(C=1C=CC=CC1)C=1C=CC=CC1 (tetrakis(triphenylphosphine)palladium(0)). Run in O1CCOCC1 (1,4-dioxane). Reaction conditions: temperature 120 celsius. The product is N(=[N+]=[N-])C(C)C=1N=C2N(C(C1C=1N=CSC1)=O)C(=CS2)C (7-(1-azidoethyl)-3-methyl-6-(1,3-thiazol-4-yl)-5H-[1,3]thiazolo[3,2-a]pyrimidin-5-one). The yield is 80.5%. As a reaction SMILES: [N:1]([CH:4]([C:6]1[N:7]=[C:8]2[S:16][CH:15]=[C:14]([CH3:17])[N:9]2[C:10](=[O:13])[C:11]=1Br)[CH3:5])=[N+:2]=[N-:3].C([Sn](CCCC)(CCCC)[C:23]1[N:24]=[CH:25][S:26][CH:27]=1)CCC>O1CCOCC1.C1C=CC([P]([Pd]([P](C2C=CC=CC=2)(C2C=CC=CC=2)C2C=CC=CC=2)([P](C2C=CC=CC=2)(C2C=CC=CC=2)C2C=CC=CC=2)[P](C2C=CC=CC=2)(C2C=CC=CC=2)C2C=CC=CC=2)(C2C=CC=CC=2)C2C=CC=CC=2)=CC=1>[N:1]([CH:4]([C:6]1[N:7]=[C:8]2[S:16][CH:15]=[C:14]([CH3:17])[N:9]2[C:10](=[O:13])[C:11]=1[C:23]1[N:24]=[CH:25][S:26][CH:27]=1)[CH3:5])=[N+:2]=[N-:3] |^1:45,47,66,85|. Procedure: To a mixture of 7-(1-azidoethyl)-6-bromo-3-methyl-5H-[1,3]thiazolo[3,2-a]pyrimidin-5-one (0.10 g, 0.32 mmol) and 4-(tributylstannyl)-1,3-thiazole (143 mg, 0.382 mmol) in 1,4-dioxane (3 mL) was added tetrakis(triphenylphosphine)palladium(0) (18.4 mg, 0.0159 mmol). The reaction mixture was heated at 120° C. overnight. After cooling to room temperature, the mixture concentrated under reduced pressure. The crude mixture was purified on silica gel, eluting with 0 to 60% EtOAc in hexane, to give the d...